From a dataset of the Open Reaction Database (ORD), a public repository of structured organic reaction records. describe an organic reaction: reactants, conditions, products, and yield Starting materials: C=CCOc1ccc(CC(NC(=O)Cc2ccccc2)C(=O)NC(Cc2ccccc2)C(=O)OC)cc1Cl, CC(C)=O, Cl, [Na+], [OH-]. The product is C=CCOc1ccc(CC(NC(=O)Cc2ccccc2)C(=O)NC(Cc2ccccc2)C(=O)O)cc1Cl. Reaction SMILES: [CH3:1][O:2][C:3]([CH:4]([NH:5][C:6]([CH:7]([NH:8][C:9]([CH2:10][c:11]1[cH:12][cH:13][cH:14][cH:15][cH:16]1)=[O:17])[CH2:18][c:19]1[cH:20][c:21]([Cl:29])[c:22]([O:25][CH2:26][CH:27]=[CH2:28])[cH:23][cH:24]1)=[O:30])[CH2:31][c:32]1[cH:33][cH:34][cH:35][cH:36][cH:37]1)=[O:38].[CH3:42][C:43](=[O:44])[CH3:45].[ClH:41].[Na+:40].[OH-:39]>>[O:2]=[C:3]([CH:4]([NH:5][C:6]([CH:7]([NH:8][C:9]([CH2:10][c:11]1[cH:12][cH:13][cH:14][cH:15][cH:16]1)=[O:17])[CH2:18][c:19]1[cH:20][c:21]([Cl:29])[c:22]([O:25][CH2:26][CH:27]=[CH2:28])[cH:23][cH:24]1)=[O:30])[CH2:31][c:32]1[cH:33][cH:34][cH:35][cH:36][cH:37]1)[OH:38]. Starting materials: Cc1ccccc1, Nc1cccnc1Cl, O=C(Cl)c1ccccc1[N+](=O)[O-]. Product: O=C(Nc1cccnc1Cl)c1ccccc1[N+](=O)[O-]. Reaction SMILES: [CH3:21][c:22]1[cH:23][cH:24][cH:25][cH:26][cH:27]1.[Cl:13][c:14]1[n:15][cH:16][cH:17][cH:18][c:19]1[NH2:20].[N+:1](=[O:2])([O-:3])[c:4]1[c:5]([C:6](=[O:7])[Cl:8])[cH:9][cH:10][cH:11][cH:12]1>>[N+:1](=[O:2])([O-:3])[c:4]1[c:5]([C:6](=[O:7])[NH:20][c:19]2[c:14]([Cl:13])[n:15][cH:16][cH:17][cH:18]2)[cH:9][cH:10][cH:11][cH:12]1. Starting materials: C(C)OC(=O)C=1C=2N=CC=NC2C(=CC1)C1=C(C(=CC(=C1F)OC)OC)F (8-(2,6-difluoro-3,5-dimethoxy-phenyl)-quinoxaline-5-carboxylic acid ethyl ester), CN1CCN(CC1)CC=1C=CC(=NC1)NC(=O)C=1C=2N=CC=NC2C(=CC1)C1=C(C(=CC(=C1Cl)OC)OC)Cl (8-(2,6-Dichloro-3,5-dimethoxy-phenyl)-quinoxaline-5-carboxylic acid [5-(4-methyl-piperazin-1-ylmethyl)-pyridin-2-yl]amide). Run in C(Cl)Cl.CO (DCM MeOH). Product: CN1CCN(CC1)CC=1C=CC(=NC1)NC(=O)C=1C=2N=CC=NC2C(=CC1)C1=C(C(=CC(=C1F)OC)OC)F (8-(2,6-Difluoro-3,5-dimethoxy-phenyl)-quinoxaline-5-carboxylic acid [5-(4-methyl-piperazin-1-ylmethyl)-pyridin-2-yl]-amide). RXN SMILES: C([O:3][C:4]([C:6]1[C:7]2[N:8]=[CH:9][CH:10]=[N:11][C:12]=2[C:13]([C:16]2[C:21]([F:22])=[C:20]([O:23][CH3:24])[CH:19]=[C:18]([O:25][CH3:26])[C:17]=2[F:27])=[CH:14][CH:15]=1)=O)C.[CH3:28][N:29]1[CH2:34][CH2:33][N:32]([CH2:35][C:36]2[CH:37]=[CH:38][C:39]([NH:42]C(C3C4N=CC=NC=4C(C4C(Cl)=C(OC)C=C(OC)C=4Cl)=CC=3)=O)=[N:40][CH:41]=2)[CH2:31][CH2:30]1>C(Cl)Cl.CO>[CH3:28][N:29]1[CH2:34][CH2:33][N:32]([CH2:35][C:36]2[CH:37]=[CH:38][C:39]([NH:42][C:4]([C:6]3[C:7]4[N:8]=[CH:9][CH:10]=[N:11][C:12]=4[C:13]([C:16]4[C:17]([F:27])=[C:18]([O:25][CH3:26])[CH:19]=[C:20]([O:23][CH3:24])[C:21]=4[F:22])=[CH:14][CH:15]=3)=[O:3])=[N:40][CH:41]=2)[CH2:31][CH2:30]1 |f:2.3|. Procedure details: The title compound was prepared in analogy to the procedure described in Example 115 but using 8-(2,6-difluoro-3,5-dimethoxy-phenyl)-quinoxaline-5-carboxylic acid ethyl ester (Step 124.1) and 5-(4-methyl-piperazin-1-ylmethyl)-pyridin-2-ylamine (Example 31; purified by silica gel column chromatography). Title compound: ESI-MS: 535.1 [M+H]+; tR=3.45 min (System 1); TLC: Rf=0.19 (DCM/MeOH/NH3aq, 94:5:1). Reactants: C[Si](C)(C)[N-][Si](C)(C)C.[Na+] (sodium bis(trimethylsilyl)-amide), ClC1=CC=C(C=C1)CCC(=O)N1C(O[C@H]([C@H]1C)C1=CC=CC=C1)=O (3-[3-(4-chloro-phenyl)-propionyl]-4-(R)-methyl-5-(S)-phenyl-oxazolidin-2-one), BrCC=C(C)C (4-bromo-2-methyl-2-butene). The solvent is C1CCOC1 (THF). Conditions: temperature -78 celsius. Product: ClC1=CC=C(C[C@@H](C(=O)N2C(O[C@H]([C@H]2C)C2=CC=CC=C2)=O)CC=C(C)C)C=C1 (3-[2-(S)-(4-chloro-benzyl)-5-methyl-hex-4-enoyl]-4-(R)-methy-5-(S)-phenyl-oxazolidin-2-one). Yield: 36.0%. RXN SMILES: [Cl:1][C:2]1[CH:7]=[CH:6][C:5]([CH2:8][CH2:9][C:10]([N:12]2[C@H:16]([CH3:17])[C@H:15]([C:18]3[CH:23]=[CH:22][CH:21]=[CH:20][CH:19]=3)[O:14][C:13]2=[O:24])=[O:11])=[CH:4][CH:3]=1.C[Si]([N-][Si](C)(C)C)(C)C.[Na+].Br[CH2:36][CH:37]=[C:38]([CH3:40])[CH3:39]>C1COCC1>[Cl:1][C:2]1[CH:3]=[CH:4][C:5]([CH2:8][C@H:9]([CH2:36][CH:37]=[C:38]([CH3:40])[CH3:39])[C:10]([N:12]2[C@H:16]([CH3:17])[C@H:15]([C:18]3[CH:19]=[CH:20][CH:21]=[CH:22][CH:23]=3)[O:14][C:13]2=[O:24])=[O:11])=[CH:6][CH:7]=1 |f:1.2|. Procedure: To a cooled (−78° C.) solution of 3-[3-(4-chloro-phenyl)-propionyl]-4-(R)-methyl-5-(S)-phenyl-oxazolidin-2-one, 32, (500 mg, 1.46 mmol) in THF (15 mL) is added sodium bis(trimethylsilyl)-amide (1.75 mL, 1.0M solution in THF, 1.75 mmol). The resulting solution is stirred at −78° C. then 4-bromo-2-methyl-2-butene (0.20 mL, 1.75 mmol) is slowly added. The resulting solution is stirred at room temperature overnight, and the solvent removed under reduced pressure. The crude product is purified by pre...